From a dataset of the Open Reaction Database (ORD), a public repository of structured organic reaction records. describe an organic reaction: reactants, conditions, products, and yield Starting materials: FC(C(=O)O)(F)F.C(C)(C)(C)OC(CN(CC1=C(C=CC=C1)OC)S(=O)(=O)C1=CC=C2C(=CN=C(C2=C1)NC(=N)N)Cl)=O (N-[(4-chloro-1-guanidino-7-isoquinolinyl)sulphonyl]-N-(2-methoxybenzyl)glycine t-butyl ester trifluoroacetate). Run in C(F)(F)(F)C(=O)O (CF3CO2H), C1(=CC=CC=C1)C (PhMe). Reaction conditions: time 40 minute. Yields the product FC(C(=O)O)(F)F.ClC1=CN=C(C2=CC(=CC=C12)S(=O)(=O)N(CC(=O)O)CC1=C(C=CC=C1)OC)NC(=N)N (N-[(4-chloro-1-guanidino-7-isoquinolinyl)sulphonyl]-N-(2-methoxybenzyl)glycine trifluoroacetate). The yield is 89.2%. RXN SMILES: [F:1][C:2]([F:7])([F:6])[C:3]([OH:5])=[O:4].C([O:12][C:13](=[O:43])[CH2:14][N:15]([S:25]([C:28]1[CH:37]=[C:36]2[C:31]([C:32]([Cl:42])=[CH:33][N:34]=[C:35]2[NH:38][C:39]([NH2:41])=[NH:40])=[CH:30][CH:29]=1)(=[O:27])=[O:26])[CH2:16][C:17]1[CH:22]=[CH:21][CH:20]=[CH:19][C:18]=1[O:23][CH3:24])(C)(C)C>C(C(O)=O)(F)(F)F.C1(C)C=CC=CC=1>[F:1][C:2]([F:7])([F:6])[C:3]([OH:5])=[O:4].[Cl:42][C:32]1[C:31]2[C:36](=[CH:37][C:28]([S:25]([N:15]([CH2:16][C:17]3[CH:22]=[CH:21][CH:20]=[CH:19][C:18]=3[O:23][CH3:24])[CH2:14][C:13]([OH:43])=[O:12])(=[O:26])=[O:27])=[CH:29][CH:30]=2)[C:35]([NH:38][C:39]([NH2:41])=[NH:40])=[N:34][CH:33]=1 |f:0.1,4.5|. Procedure: N-[(4-chloro-1-guanidino-7-isoquinolinyl)sulphonyl]-N-(2-methoxybenzyl)glycine t-butyl ester trifluoroacetate (150 mg, 0.231 mmol) was dissolved in CF3CO2H (1.0 mL) and the mixture stirred at room temperature for 40 min. The mixture was diluted with PhMe, concentrated in vacuo, azeotroping with PhMe, and the residue triturated with i-Pr2O to give N-[(4-chloro-1-guanidino-7-isoquinolinyl)sulphonyl]-N-(2-methoxybenzyl)glycine trifluoroacetate (122 mg, 0.206 mmol) as a white solid.